From a dataset of the Open Reaction Database (ORD), a public repository of structured organic reaction records. describe an organic reaction: reactants, conditions, products, and yield RXN SMILES: [CH2:47]([OH:48])[CH3:49].[CH3:17][CH:18]([CH2:19][CH3:20])[CH2:21][Br:22].[CH3:23][CH:24]([CH2:25][O:26][c:27]1[cH:28][cH:29][c:30](-[c:33]2[cH:34][cH:35][c:36]([O:39][CH2:40][CH:41]([CH3:42])[CH2:43][CH3:44])[cH:37][cH:38]2)[cH:31][cH:32]1)[CH2:45][CH3:46].[K+:16].[OH-:15].[OH:1][c:2]1[cH:3][cH:4][c:5](-[c:6]2[cH:7][cH:8][c:9]([OH:10])[cH:11][cH:12]2)[cH:13][cH:14]1>>[CH3:23][CH:24]([CH2:25][O:26][c:27]1[cH:28][cH:29][c:30](-[c:33]2[cH:34][cH:35][c:36]([OH:39])[cH:37][cH:38]2)[cH:31][cH:32]1)[CH2:45][CH3:46]. Product: CCC(C)COc1ccc(-c2ccc(O)cc2)cc1. The reactants are CCO, CCC(C)CBr, CCC(C)COc1ccc(-c2ccc(OCC(C)CC)cc2)cc1, [K+], [OH-], Oc1ccc(-c2ccc(O)cc2)cc1. The reactants are O=C([O-])O, CC(N)=S, Cl, N#Cc1ccc(-c2ccccc2F)nc1, [Na+], C1COCCO1. Product: NC(=S)c1ccc(-c2ccccc2F)nc1. Reaction SMILES: [C:20](=[O:21])([OH:22])[O-:23].[CH3:16][C:17]([NH2:18])=[S:19].[ClH:25].[F:1][c:2]1[c:3](-[c:8]2[n:9][cH:10][c:11]([C:12]#[N:13])[cH:14][cH:15]2)[cH:4][cH:5][cH:6][cH:7]1.[Na+:24].[O:26]1[CH2:27][CH2:28][O:29][CH2:30][CH2:31]1>>[F:1][c:2]1[c:3](-[c:8]2[n:9][cH:10][c:11]([C:12]([NH2:13])=[S:19])[cH:14][cH:15]2)[cH:4][cH:5][cH:6][cH:7]1. The reactants are ice, [OH-].[NH4+] (ammonium hydroxide), CC1=CC=C(C=2N=CNC21)C (4,7-dimethylbenzimidazole), [N+](=O)(O)[O-] (nitric acid), ice. Solvent: S(O)(O)(=O)=O (sulfuric acid). Reaction conditions: time 50 minute. Product: CC1=C(C=C(C=2N=CNC21)C)[N+](=O)[O-] (4,7-dimethyl-5-nitrobenzimidazole). As a reaction SMILES: [CH3:1][C:2]1[C:10]2[NH:9][CH:8]=[N:7][C:6]=2[C:5]([CH3:11])=[CH:4][CH:3]=1.[N+:12]([O-])([OH:14])=[O:13].[OH-].[NH4+]>S(=O)(=O)(O)O>[CH3:11][C:5]1[C:6]2[NH:7][CH:8]=[N:9][C:10]=2[C:2]([CH3:1])=[CH:3][C:4]=1[N+:12]([O-:14])=[O:13] |f:2.3|. Procedure: To a cold (ice bath) solution of 4,7-dimethylbenzimidazole (1 g) in concentrated sulfuric acid (8 mL) is added dropwise concentrated nitric acid (0.37 mL), over 50 minutes. The mixture is stirred an additional 30 minutes in the ice bath, then poured into a mixture of crushed ice (30 mL) and ammonium hydroxide (30 mL). The resulting mixture is extracted with ethyl acetate. The extract is dried over MgSO4 and rotary evaporated to afford 4,7-dimethyl-5-nitrobenzimidazole as a dark tan solid. The reactants are C([C@@H]1[C@H]([C@@H]([C@H]([C@@H](O1)O[C@H]([C@@H](CO)O)[C@@H]([C@H](C(=O)O)O)O)O)O)O)O (maltobionic acid), C([C@@H]1[C@H]([C@@H]([C@H]([C@@H](O1)O[C@H]([C@@H](CO)O)[C@@H]([C@H](C(=O)O)O)O)O)O)O)O (maltobionic acid), oligosaccharide aldonic acid, oligosaccharide aldonic acid. Solvent: O (water), O (water), O (water), O (water), O (water). Reaction conditions: time 72 hour. Yields the product C([C@@H]1[C@@H]([C@@H]([C@H]([C@@H](O1)O[C@H]([C@@H](CO)O)[C@@H]([C@H](C(=O)O)O)O)O)O)O)O (lactobionic acid), C([C@@H]1[C@H]([C@@H]([C@H]([C@@H](O1)O[C@H]([C@@H](CO)O)[C@@H]([C@H](C(=O)O)O)O)O)O)O)O (cellobionic acid). Reaction SMILES: [CH2:1]([OH:24])[C@H:2]1[O:7][C@@H:6]([O:8][C@@H:9]([C@H:14]([OH:20])[C@@H:15]([OH:19])[C:16]([OH:18])=[O:17])[C@H:10]([OH:13])[CH2:11][OH:12])[C@H:5]([OH:21])[C@@H:4]([OH:22])[C@@H:3]1[OH:23]>O>[CH2:1]([OH:24])[C@H:2]1[O:7][C@@H:6]([O:8][C@@H:9]([C@H:14]([OH:20])[C@@H:15]([OH:19])[C:16]([OH:18])=[O:17])[C@H:10]([OH:13])[CH2:11][OH:12])[C@H:5]([OH:21])[C@@H:4]([OH:22])[C@H:3]1[OH:23].[CH2:1]([OH:24])[C@H:2]1[O:7][C@@H:6]([O:8][C@@H:9]([C@H:14]([OH:20])[C@@H:15]([OH:19])[C:16]([OH:18])=[O:17])[C@H:10]([OH:13])[CH2:11][OH:12])[C@H:5]([OH:21])[C@@H:4]([OH:22])[C@@H:3]1[OH:23]. Procedure details: In one example, a gel matrix can be formed when aqueous solution comprising an oligosaccharide aldonic acid is evaporated at room temperature. The transparent gel thus obtained retains certain amount of water forming a clear gel matrix. The amount of water retention depends on individual oligosaccharide aldonic acid. For example, maltobionic acid 1 g in a beaker was dissolved in water 1 ml, and the solution thus obtained was left at room temperature. Fifty percent of the original water had been ... Starting materials: COc1c2n(c3c(CCl)nn(Cc4ccc(F)c(Cl)c4)c(=O)c13)CCN(C)C2=O, N#C[Na], CN(C)C=O. Product: COc1c2n(c3c(CC#N)nn(Cc4ccc(F)c(Cl)c4)c(=O)c13)CCN(C)C2=O. As a reaction SMILES: [Cl:1][c:2]1[cH:3][c:4]([CH2:5][n:6]2[n:7][c:8]([CH2:24][Cl:25])[c:9]3[c:10]([c:11]2=[O:12])[c:13]([O:22][CH3:23])[c:14]2[n:15]3[CH2:16][CH2:17][N:18]([CH3:21])[C:19]2=[O:20])[cH:26][cH:27][c:28]1[F:29].[Na:30][C:31]#[N:32].[O:33]=[CH:34][N:35]([CH3:36])[CH3:37]>>[Cl:1][c:2]1[cH:3][c:4]([CH2:5][n:6]2[n:7][c:8]([CH2:24][C:31]#[N:32])[c:9]3[c:10]([c:11]2=[O:12])[c:13]([O:22][CH3:23])[c:14]2[n:15]3[CH2:16][CH2:17][N:18]([CH3:21])[C:19]2=[O:20])[cH:26][cH:27][c:28]1[F:29]. Reactants: BrCCCCCOCCc1ccccc1, CCOC(CN)OCC, CCOC(C)=O, CCO, CCN(C(C)C)C(C)C. The product is CCOC(CNCCCCCOCCc1ccccc1)OCC. RXN SMILES: [Br:1][CH2:2][CH2:3][CH2:4][CH2:5][CH2:6][O:7][CH2:8][CH2:9][c:10]1[cH:11][cH:12][cH:13][cH:14][cH:15]1.[CH2:16]([CH3:17])[O:18][CH:19]([CH2:20][NH2:21])[O:22][CH2:23][CH3:24].[CH3:34][CH2:35][O:36][C:37](=[O:38])[CH3:39].[CH3:40][CH2:41][OH:42].[CH:25]([N:26]([CH:27]([CH3:28])[CH3:29])[CH2:30][CH3:31])([CH3:32])[CH3:33]>>[CH2:2]([CH2:3][CH2:4][CH2:5][CH2:6][O:7][CH2:8][CH2:9][c:10]1[cH:11][cH:12][cH:13][cH:14][cH:15]1)[NH:21][CH2:20][CH:19]([O:18][CH2:16][CH3:17])[O:22][CH2:23][CH3:24]. Starting materials: C(C1=CC=CC=C1)OC(=O)N1CCC(CC1)C(=O)O (1-benzyloxycarbonylpiperidine-4-carboxylic acid), N (ammonia), CN1CCOCC1 (N-methylmorpholine), C(OCC(C)C)(=O)Cl (isobutyl chlorocarbonate). The solvent is O1CCCC1 (tetrahydrofuran). Conditions: time 10 minute. The product is C(C1=CC=CC=C1)OC(=O)N1CCC(CC1)C(N)=O (4-Carbamoylpiperidine-1-carboxylic Acid Benzyl Ester). RXN SMILES: [CH2:1]([O:8][C:9]([N:11]1[CH2:16][CH2:15][CH:14]([C:17]([OH:19])=O)[CH2:13][CH2:12]1)=[O:10])[C:2]1[CH:7]=[CH:6][CH:5]=[CH:4][CH:3]=1.C[N:21]1CCOCC1.C(Cl)(=O)OCC(C)C.N>O1CCCC1>[CH2:1]([O:8][C:9]([N:11]1[CH2:16][CH2:15][CH:14]([C:17](=[O:19])[NH2:21])[CH2:13][CH2:12]1)=[O:10])[C:2]1[CH:7]=[CH:6][CH:5]=[CH:4][CH:3]=1. Reported procedure: To a solution of 1-benzyloxycarbonylpiperidine-4-carboxylic acid (10.5 g) in tetrahydrofuran (100 ml) were dropwise added N-methylmorpholine (4.6 ml) and isobutyl chlorocarbonate (5.4 ml) with ice-cooling and under an argon atmosphere, and the mixture was stirred at the same temperature for 10 min. Then, 28% aqueous ammonia (100 ml) was added dropwise, and the mixture was stirred at room temperature for 1 hour. After completion of the reaction, the solvent was evaporated and water was added. The...